This data is from the Open Reaction Database (ORD), a public repository of structured organic reaction records. The task is: describe an organic reaction: reactants, conditions, products, and yield Reactants: C(C)OC(C(C)(C)OC1=CC(=C(C=C1)N)F)=O (2-(4-amino-3-fluoro-phenoxy)-2-methyl-propionic acid ethyl ester), ClC1=CC=C(C=C1)N1N=C2C(=C1C(C(=O)O)C1CCCCC1)CCCCC2 ([2-(4-chloro-phenyl)-2,4,5,6,7,8-hexahydro-cycloheptapyrazol-3-yl]-cyclohexyl-acetic acid), Ice water brine. The reagents and catalysts are CN(C)C=1C=CN=CC1 (DMAP). Solvent: C(Cl)Cl (CH2Cl2), S(=O)(Cl)Cl (thionyl chloride). Run at time 14 hour. Product: C(C)OC(C(C)(C)OC1=CC(=C(C=C1)NC(C(C1CCCCC1)C=1N(N=C2C1CCCCC2)C2=CC=C(C=C2)Cl)=O)F)=O (2-(4-{2-[2-(4-Chloro-phenyl)-2,4,5,6,7,8-hexahydro-cycloheptapyrazol-3-yl]-2-cyclohexyl-acetylamino}-3-fluoro-phenoxy)-2-methyl-propionic acid ethyl ester). Yield: 24.3%. Reaction SMILES: [Cl:1][C:2]1[CH:7]=[CH:6][C:5]([N:8]2[C:12]([CH:13]([CH:17]3[CH2:22][CH2:21][CH2:20][CH2:19][CH2:18]3)[C:14](O)=[O:15])=[C:11]3[CH2:23][CH2:24][CH2:25][CH2:26][CH2:27][C:10]3=[N:9]2)=[CH:4][CH:3]=1.[CH2:28]([O:30][C:31](=[O:44])[C:32]([O:35][C:36]1[CH:41]=[CH:40][C:39]([NH2:42])=[C:38]([F:43])[CH:37]=1)([CH3:34])[CH3:33])[CH3:29]>S(Cl)(Cl)=O.CN(C1C=CN=CC=1)C.C(Cl)Cl>[CH2:28]([O:30][C:31](=[O:44])[C:32]([O:35][C:36]1[CH:41]=[CH:40][C:39]([NH:42][C:14](=[O:15])[CH:13]([C:12]2[N:8]([C:5]3[CH:4]=[CH:3][C:2]([Cl:1])=[CH:7][CH:6]=3)[N:9]=[C:10]3[CH2:27][CH2:26][CH2:25][CH2:24][CH2:23][C:11]=23)[CH:17]2[CH2:22][CH2:21][CH2:20][CH2:19][CH2:18]2)=[C:38]([F:43])[CH:37]=1)([CH3:34])[CH3:33])[CH3:29]. Procedure details: A solution of [2-(4-chloro-phenyl)-2,4,5,6,7,8-hexahydro-cycloheptapyrazol-3-yl]-cyclohexyl-acetic acid (40 mg, 103 umol) in thionyl chloride (2 ml) was heated under reflux conditions for 45 min. The solvent was removed under reduced pressure and the resulting crude [2-(4-chloro-phenyl)-2,4,5,6,7,8-hexahydro-cycloheptapyrazol-3-yl]-cyclohexyl-acetyl chloride was dissolved in CH2Cl2 (1 ml) and added to a solution of 2-(4-amino-3-fluoro-phenoxy)-2-methyl-propionic acid ethyl ester (37 mg, 155 umol... The reactants are BrCC1=C(C(=O)OCC)C=C(C=C1)Cl (ethyl 2-(bromomethyl)-5-chlorobenzoate), C(C)(C)C1=CC=C(N)C=C1 (4-isopropylaniline), [O-]CC.[Na+] (sodium ethoxide). Run in C(C)O (ethanol). The product is ClC1=CC=C2CN(C(C2=C1)=O)C1=CC=C(C=C1)C(C)C (6-chloro-2-(4-isopropylphenyl)isoindolin-1-one). Yield: 53.1%. As a reaction SMILES: Br[CH2:2][C:3]1[CH:13]=[CH:12][C:11]([Cl:14])=[CH:10][C:4]=1[C:5]([O:7]CC)=O.[CH:15]([C:18]1[CH:24]=[CH:23][C:21]([NH2:22])=[CH:20][CH:19]=1)([CH3:17])[CH3:16].[O-]CC.[Na+]>C(O)C>[Cl:14][C:11]1[CH:10]=[C:4]2[C:3]([CH2:2][N:22]([C:21]3[CH:23]=[CH:24][C:18]([CH:15]([CH3:17])[CH3:16])=[CH:19][CH:20]=3)[C:5]2=[O:7])=[CH:13][CH:12]=1 |f:2.3|. Reported procedure: A mixture of ethyl 2-(bromomethyl)-5-chlorobenzoate (0.553 g, 1.99 mmol), 4-isopropylaniline (0.269 g, 1.99 mmol) and sodium ethoxide (0.406 g, 5.97 mmol) in ethanol (40 mL) was heated at reflux overnight. After this time, the mixture was cooled to room temperature and concentrated under vacuum. The mixture was partitioned between 1 N HCl and ethyl acetate. The organic layer was separated, washed with 1 N HCl, then with 1:1 water/brine solution, dried over sodium sulfate and filtered. Concentrat... The reactants are C(C)(C)(C)OC(=O)N1C2CCC(C1C=1NC(=CN1)C1=CC=C(C=C1)Br)C2 (3-[5-(4-Bromo-phenyl)-1H-imidazol-2-yl]-2-aza-bicyclo[2.2.1]heptane-2-carboxylic acid tert-butyl ester), COC(NC(C(C)C)C(=O)N1C(CCC1)C(NC1=CC=C(C=C1)C1=CC=C(C=C1)Br)=O)=O ({1-[2-(4′-Bromo-biphenyl-4-ylcarbamoyl)-pyrrolidine-1-carbonyl]-2-methyl-propyl}-carbamic acid methyl ester), COC(NC(C(C)C)C(=O)N1C(CCC1)C=1NC(=CN1)C#CC1=CC=C(C=C1)Br)=O ((1-{2-[5-(4-bromo-phenylethynyl)-1H-imidazol-2-yl]-pyrrolidine-1-carbonyl}-2-methyl-propyl)-carbamic acid methyl ester), COC(NC(C(C)C)C(=O)N1C(COCC1)C=1NC(=CN1)C1=CC=C(C=C1)Br)=O ((1-{3-[5-(4-Bromo-phenyl)-1H-imidazol-2-yl]-morpholine-4-carbonyl}-2-methyl-propyl)-carbamic acid methyl ester), COC(NC(C(C)C)C(=O)N1C(CCC1)C=1NC(=CN1)C1=CC=C(C=C1)C#CC1=CC=C(C=C1)C=1NC(=NC1)C1N(CCOC1)C(C(C(C)C)NC(=O)OC)=O)=O ([1-(2-{5-[4-(4-{2-[4-(2-Methoxycarbonylamino-3-methyl-butyryl)-morpholin-3-yl]-3H-imidazol-4-yl}-phenylethynyl)-phenyl]-1H-imidazol-2-yl}-pyrrolidine-1-carbonyl)-2-methyl-propyl]-carbamic acid methyl ester), COC(N)=O (carbamic acid methyl ester), C(C)(C)(C)OC(=O)N1C(CCC1)C(NC1=CC=C(C=C1)C1=CC=C(C=C1)Br)=O (2-(4′-Bromo-biphenyl-4-ylcarbamoyl)-pyrrolidine-1-carboxylic acid tert-butyl ester), C(C)(C)(C)OC(=O)N1CCOCC1 (morpholine-4-carboxylic acid tert-butyl ester), C(C)(C)(C)OC(=O)N1C2CCC(C1)C2 (2-aza-bicyclo[2.2.1]heptane-2-carboxylic acid tert-butyl ester), C(C)(C)(C)OC(=O)N1CCOCC1 (morpholine-4-carboxylic acid tert-butyl ester). The product is C(C)(C)(C)OC(=O)N1C(COCC1)C=1NC(=CN1)C1=CC=C(C=C1)Br (3-[5-(4-Bromo-phenyl)-1H-imidazol-2-yl]-morpholine-4-carboxylic acid tert-butyl ester). RXN SMILES: [C:1]([O:5][C:6]([N:8]1[CH:13]([C:14]2[NH:15][C:16]([C:19]3[CH:24]=[CH:23][C:22]([Br:25])=[CH:21][CH:20]=3)=[CH:17][N:18]=2)[CH:12]2C[CH:9]1[CH2:10]C2)=[O:7])([CH3:4])([CH3:3])[CH3:2].C([O:31]C(N1CCOCC1)=O)(C)(C)C.C(OC(N1CC2CC1CC2)=O)(C)(C)C.COC(=O)NC(C(N1CCOCC1C1NC(C2C=CC(Br)=CC=2)=CN=1)=O)C(C)C.COC(=O)NC(C(N1CCCC1C(=O)NC1C=CC(C2C=CC(Br)=CC=2)=CC=1)=O)C(C)C.C(OC(N1CCCC1C(=O)NC1C=CC(C2C=CC(Br)=CC=2)=CC=1)=O)(C)(C)C.COC(=O)NC(C(N1CCCC1C1NC(C2C=CC(C#CC3C=CC(C4NC(C5COCCN5C(=O)C(NC(OC)=O)C(C)C)=NC=4)=CC=3)=CC=2)=CN=1)=O)C(C)C.COC(=O)N.COC(=O)NC(C(N1CCCC1C1NC(C#CC2C=CC(Br)=CC=2)=CN=1)=O)C(C)C>>[C:1]([O:5][C:6]([N:8]1[CH2:9][CH2:10][O:31][CH2:12][CH:13]1[C:14]1[NH:15][C:16]([C:19]2[CH:24]=[CH:23][C:22]([Br:25])=[CH:21][CH:20]=2)=[CH:17][N:18]=1)=[O:7])([CH3:4])([CH3:3])[CH3:2]. Reported procedure: Title compound was prepared according to the method employed to prepare 3-[5-(4-Bromo-phenyl)-1H-imidazol-2-yl]-2-aza-bicyclo[2.2.1]heptane-2-carboxylic acid tert-butyl ester (Example AS), substituting 342-(4-Bromo-phenyl)-2-oxo-ethylcarbamoyl]-morpholine-4-carboxylic acid tert-butyl ester for 342-(4-bromo-phenyl)-2-oxo-ethylcarbamoyl]-2-aza-bicyclo[2.2.1]heptane-2-carboxylic acid tert-butyl ester. (1-{3-[5-(4-Bromo-phenyl)-1H-imidazol-2-yl]-morpholine-4-carbonyl}-2-methyl-propyl)-carbamic acid ...